This data is from the Open Reaction Database (ORD), a public repository of structured organic reaction records. The task is: describe an organic reaction: reactants, conditions, products, and yield RXN SMILES: [CH2:1]([CH3:2])[O:3][C:4]([CH:5]([CH2:6][CH:7]1[CH2:8][CH2:9][CH2:10][CH2:11]1)[c:12]1[cH:13][cH:14][c:15]([S:18](=[O:19])(=[O:20])[CH2:21][CH3:22])[cH:16][cH:17]1)=[O:23].[Li+:24].[O:26]1[CH2:27][CH2:28][CH2:29][CH2:30]1.[OH-:25]>>[O:3]=[C:4]([CH:5]([CH2:6][CH:7]1[CH2:8][CH2:9][CH2:10][CH2:11]1)[c:12]1[cH:13][cH:14][c:15]([S:18](=[O:19])(=[O:20])[CH2:21][CH3:22])[cH:16][cH:17]1)[OH:23]. Product: CCS(=O)(=O)c1ccc(C(CC2CCCC2)C(=O)O)cc1. The reactants are CCOC(=O)C(CC1CCCC1)c1ccc(S(=O)(=O)CC)cc1, [Li+], C1CCOC1, [OH-].